From a dataset of the Open Reaction Database (ORD), a public repository of structured organic reaction records. describe an organic reaction: reactants, conditions, products, and yield Starting materials: COc1cc(CCCI)c(OC)c2ccccc12, CS(C)=O, N#C[Na], O. Yields the product COc1cc(CCCC#N)c(OC)c2ccccc12. Reaction SMILES: [CH3:1][O:2][c:3]1[c:4]([CH2:15][CH2:16][CH2:17][I:18])[cH:5][c:6]([O:13][CH3:14])[c:7]2[cH:8][cH:9][cH:10][cH:11][c:12]12.[CH3:23][S:24](=[O:25])[CH3:26].[Na:19][C:20]#[N:21].[OH2:22]>>[CH3:1][O:2][c:3]1[c:4]([CH2:15][CH2:16][CH2:17][C:20]#[N:21])[cH:5][c:6]([O:13][CH3:14])[c:7]2[cH:8][cH:9][cH:10][cH:11][c:12]12.